Dataset: the Open Reaction Database (ORD), a public repository of structured organic reaction records. Task: describe an organic reaction: reactants, conditions, products, and yield Starting materials: ClC1=C(C=C(CN)C=C1)NC1=NC2=C(N1C)C=C(C(=C2)Cl)N2CC(CCC2)C(F)(F)F (4-chloro-3-[5-chloro-1-methyl-6-(3-(trifluoromethyl)piperidin-1-yl)-1H-benzo[d]imidazol-2-ylamino]benzylamine), CN(C)C(=[N+](C)C)ON1C2=C(C=CC=C2)N=N1.[B-](F)(F)(F)F (TBTU), TEA, NC(C(=O)O)(C(F)(F)F)C (2-amino-3,3,3-trifluoro-2-methylpropanoic acid). Solvent: CN(C)C=O (DMF), CN(C)C=O (DMF). Conditions: time 8 hour. The product is NC(C(=O)NCC1=CC(=C(C=C1)Cl)NC1=NC2=C(N1C)C=C(C(=C2)Cl)N2CC(CCC2)C(F)(F)F)(C(F)(F)F)C (2-Amino-N-{4-chloro-3-[5-chloro-1-methyl-6-(3-(trifluoromethyl)piperidin-1-yl)-1H-benzo[d]imidazol-2-ylamino]benzyl}-3,3,3-trifluoro-2-methylpropanamide). Reaction SMILES: CN(C(ON1N=NC2C=CC=CC1=2)=[N+](C)C)C.[B-](F)(F)(F)F.[NH2:23][C:24]([CH3:32])([C:28]([F:31])([F:30])[F:29])[C:25](O)=[O:26].[Cl:33][C:34]1[CH:41]=[CH:40][C:37]([CH2:38][NH2:39])=[CH:36][C:35]=1[NH:42][C:43]1[N:47]([CH3:48])[C:46]2[CH:49]=[C:50]([N:54]3[CH2:59][CH2:58][CH2:57][CH:56]([C:60]([F:63])([F:62])[F:61])[CH2:55]3)[C:51]([Cl:53])=[CH:52][C:45]=2[N:44]=1>CN(C=O)C>[NH2:23][C:24]([CH3:32])([C:28]([F:31])([F:30])[F:29])[C:25]([NH:39][CH2:38][C:37]1[CH:40]=[CH:41][C:34]([Cl:33])=[C:35]([NH:42][C:43]2[N:47]([CH3:48])[C:46]3[CH:49]=[C:50]([N:54]4[CH2:59][CH2:58][CH2:57][CH:56]([C:60]([F:63])([F:62])[F:61])[CH2:55]4)[C:51]([Cl:53])=[CH:52][C:45]=3[N:44]=2)[CH:36]=1)=[O:26] |f:0.1|. Procedure details: TBTU (106 mg, 0.3 mmol) followed by TEA (126 μL, 0.9 mmol) were added to 2-amino-3,3,3-trifluoro-2-methylpropanoic acid (57 mg, 0.4 mmol) in DMF (2 mL). After 5 min at rt a mixture of 4-chloro-3-[5-chloro-1-methyl-6-(3-(trifluoromethyl)piperidin-1-yl)-1H-benzo[d]imidazol-2-ylamino]benzylamine (142 mg, 0.3 mmol) and DMF (2 mL) was added to the reaction mixture and stirred at rt overnight. The reaction mixture was purified by chromatography to give the title compound. Reactants: BrC=1N=C(C=2N(C1)C=C(N2)C(=O)OCC)NC (ethyl 6-bromo-8-methylaminoimidazo[1,2-a]pyrazine-2-carboxylate), N (ammonia). The product is BrC=1N=C(C=2N(C1)C=C(N2)C(=O)N)NC (6-bromo-8-methylaminoimidazo[1,2-a]pyrazine-2-carboxamide). Isolated yield 40.0%. RXN SMILES: [Br:1][C:2]1[N:3]=[C:4]([NH:16][CH3:17])[C:5]2[N:6]([CH:8]=[C:9]([C:11](OCC)=[O:12])[N:10]=2)[CH:7]=1.[NH3:18]>>[Br:1][C:2]1[N:3]=[C:4]([NH:16][CH3:17])[C:5]2[N:6]([CH:8]=[C:9]([C:11]([NH2:18])=[O:12])[N:10]=2)[CH:7]=1. Procedure: A suspension of 0.470 g (1.57 mmol) of ethyl 6-bromo-8-methylaminoimidazo[1,2-a]pyrazine-2-carboxylate, obtained according to the process described in Example 3, in 50 ml of concentrated aqueous ammonia solution, is brought to reflux for 4 hours. After the mixture is cooled, the precipitate is drained, washed and dried. 0.160 g (Yld=40%) of 6-bromo-8-methylaminoimidazo[1,2-a]pyrazine-2-carboxamide (m.p. 312° C.) is obtained.